Task: describe an organic reaction: reactants, conditions, products, and yield. Dataset: the Open Reaction Database (ORD), a public repository of structured organic reaction records Starting materials: CCOC(=O)C(Cc1ccc(OCC=Cc2ccc(-c3cc(C(C)(C)C)cc(C(C)(C)C)c3)cc2)cc1)OCC, [Na+], [OH-]. Yields the product CCOC(Cc1ccc(OCC=Cc2ccc(-c3cc(C(C)(C)C)cc(C(C)(C)C)c3)cc2)cc1)C(=O)O. As a reaction SMILES: [C:1]([CH3:2])([CH3:3])([CH3:4])[c:5]1[cH:6][c:7](-[c:15]2[cH:16][cH:17][c:18]([CH:21]=[CH:22][CH2:23][O:24][c:25]3[cH:26][cH:27][c:28]([CH2:31][CH:32]([C:33](=[O:34])[O:35][CH2:36][CH3:37])[O:38][CH2:39][CH3:40])[cH:29][cH:30]3)[cH:19][cH:20]2)[cH:8][c:9]([C:11]([CH3:12])([CH3:13])[CH3:14])[cH:10]1.[Na+:42].[OH-:41]>>[C:1]([CH3:2])([CH3:3])([CH3:4])[c:5]1[cH:6][c:7](-[c:15]2[cH:16][cH:17][c:18]([CH:21]=[CH:22][CH2:23][O:24][c:25]3[cH:26][cH:27][c:28]([CH2:31][CH:32]([C:33](=[O:34])[OH:35])[O:38][CH2:39][CH3:40])[cH:29][cH:30]3)[cH:19][cH:20]2)[cH:8][c:9]([C:11]([CH3:12])([CH3:13])[CH3:14])[cH:10]1. The reactants are C(C)(=O)O[C@@H]1O[C@@H]([C@H]([C@@H]([C@H]1N=C=S)OC(C)=O)OC(C)=O)COC(C)=O ((2S,3R,4R,5S,6R)-6-(acetoxymethyl)-3-isothiocyanato-tetrahydro-2H-pyran-2,4,5-triyl triacetate), Cl.CNC (dimethylamine hydrochloride). The solvent is CC#N (CH3CN). Conditions: time 1 hour. The product is C(C)(=O)O[C@@H]1O[C@@H]([C@H]([C@@H]([C@H]1NC(=S)N(C)C)OC(C)=O)OC(C)=O)COC(C)=O ((2S,3R,4R,5S,6R)-6-(acetoxymethyl)-3-(3,3-dimethylthioureido)-tetrahydro-2H-pyran-2,4,5-triyl triacetate). Yield: 91.0%. As a reaction SMILES: [C:1]([O:4][C@H:5]1[C@H:10]([N:11]=[C:12]=[S:13])[C@@H:9]([O:14][C:15](=[O:17])[CH3:16])[C@H:8]([O:18][C:19](=[O:21])[CH3:20])[C@@H:7]([CH2:22][O:23][C:24](=[O:26])[CH3:25])[O:6]1)(=[O:3])[CH3:2].Cl.[CH3:28][NH:29][CH3:30]>CC#N>[C:1]([O:4][C@H:5]1[C@H:10]([NH:11][C:12]([N:29]([CH3:30])[CH3:28])=[S:13])[C@@H:9]([O:14][C:15](=[O:17])[CH3:16])[C@H:8]([O:18][C:19](=[O:21])[CH3:20])[C@@H:7]([CH2:22][O:23][C:24](=[O:26])[CH3:25])[O:6]1)(=[O:3])[CH3:2] |f:1.2|. Procedure: To a stirred solution of (2S,3R,4R,5S,6R)-6-(acetoxymethyl)-3-isothiocyanato-tetrahydro-2H-pyran-2,4,5-triyl triacetate (0.51 g, 1.32 mmol) in CH3CN, was added solid dimethylamine hydrochloride. The reaction was stirred at room temperature until complete by TLC (1 h). The reaction was washed with a minimal amount of saturated aqueous NaHCO3 (15 mL). The aqueous layer was then extracted three times with DCM, and the organic layers were combined, dried with MgSO4, filtered and concentrated. The co... Reactants: CC=1C(=NC=CC1)C=1C=C(C=CC1)[N+](=O)[O-] (3-(3-methylpyridin-2-yl)nitrobenzene). The reagents and catalysts are [Pd] (palladium on carbon). The solvent is C(C)O (ethanol). The product is CC=1C(=NC=CC1)C=1C=C(N)C=CC1 (3-(3-methylpyridin-2-yl)aniline). The yield is 100.0%. RXN SMILES: [CH3:1][C:2]1[C:3]([C:8]2[CH:9]=[C:10]([N+:14]([O-])=O)[CH:11]=[CH:12][CH:13]=2)=[N:4][CH:5]=[CH:6][CH:7]=1>C(O)C.[Pd]>[CH3:1][C:2]1[C:3]([C:8]2[CH:9]=[C:10]([CH:11]=[CH:12][CH:13]=2)[NH2:14])=[N:4][CH:5]=[CH:6][CH:7]=1. Procedure: A suspension of 3-(3-methylpyridin-2-yl)nitrobenzene (214 mg) in ethanol (5 ml) was hydrogenated over palladium on carbon (10% w/w, 50% wet, 50 mg) under a hydrogen atmosphere for 2 hours. The catalyst was filtered off, and the filtrate was evaporated under reduced pressure to give 3-(3-methylpyridin-2-yl)aniline (184 mg).